describe an organic reaction: reactants, conditions, products, and yield From a dataset of the Open Reaction Database (ORD), a public repository of structured organic reaction records. Reactants: C=CCBr, C1CCOC1, O=Cc1ccc(O)c(Cl)c1, [H-], [Na+], CN(C)C=O, O. Product: C=CCOc1ccc(C=O)cc1Cl. RXN SMILES: [CH2:13]([CH:14]=[CH2:15])[Br:16].[CH2:22]1[O:23][CH2:24][CH2:25][CH2:26]1.[Cl:1][c:2]1[cH:3][c:4]([CH:5]=[O:6])[cH:7][cH:8][c:9]1[OH:10].[H-:12].[Na+:11].[O:17]=[CH:18][N:19]([CH3:20])[CH3:21].[OH2:27]>>[Cl:1][c:2]1[cH:3][c:4]([CH:5]=[O:6])[cH:7][cH:8][c:9]1[O:10][CH2:15][CH:14]=[CH2:13].